This data is from the Open Reaction Database (ORD), a public repository of structured organic reaction records. The task is: describe an organic reaction: reactants, conditions, products, and yield Starting materials: C(#N)CCC(C)(O)C1=CC=C(C=C1)OC1=CC=CC=C1 (1-cyano-3-(4-phenoxy-phenyl)-butan-3-ol), ClCl (chlorine). Solvent: C(C)(=O)O (acetic acid), C(C)(=O)O (acetic acid). Product: C(#N)CCC(C)(O)C1=CC=C(C=C1)OC1=CC=C(C=C1)Cl (1-cyano-3-(4-p-chlorophenoxy-phenyl)-butan-3-ol). RXN SMILES: [C:1]([CH2:3][CH2:4][C:5]([C:8]1[CH:13]=[CH:12][C:11]([O:14][C:15]2[CH:20]=[CH:19][CH:18]=[CH:17][CH:16]=2)=[CH:10][CH:9]=1)([OH:7])[CH3:6])#[N:2].[Cl:21]Cl>C(O)(=O)C>[C:1]([CH2:3][CH2:4][C:5]([C:8]1[CH:13]=[CH:12][C:11]([O:14][C:15]2[CH:20]=[CH:19][C:18]([Cl:21])=[CH:17][CH:16]=2)=[CH:10][CH:9]=1)([OH:7])[CH3:6])#[N:2]. Procedure: 2.76 g. of 1-cyano-3-(4-phenoxy-phenyl)-butan-3-ol are dissolved in 20 ml. of acetic acid, a solution of 0.8 g. of chlorine in 20 ml. of acetic acid is added dropwise at 20° while stirring, the mixture is stirred for a further one hour and evaporated and the residue is worked up in the customary manner to give 1-cyano-3-(4-p-chlorophenoxy-phenyl)-butan-3-ol, m.p. 68° - 70°. Starting materials: C(C1=CC=CC=C1)OC1=CC=C(C=C1)N1C(N(C=2C1=NC=CC2)CC)=O (3-[4-(benzyloxy)phenyl]-1-ethyl-1,3-dihydro-2H-imidazo[4,5-b]pyridin-2-one). Reagents/catalysts: [C].[Pd] (palladium-carbon). Solvent: CCO (EtOH). Conditions: time 3 hour. Yields the product C(C)N1C(N(C2=NC=CC=C21)C2=CC=C(C=C2)O)=O (1-ethyl-3-(4-hydroxyphenyl)-1,3-dihydro-2H-imidazo[4,5-b]pyridin-2-one). Yield: 71.2%. As a reaction SMILES: C([O:8][C:9]1[CH:14]=[CH:13][C:12]([N:15]2[C:19]3=[N:20][CH:21]=[CH:22][CH:23]=[C:18]3[N:17]([CH2:24][CH3:25])[C:16]2=[O:26])=[CH:11][CH:10]=1)C1C=CC=CC=1>CCO.[C].[Pd]>[CH2:24]([N:17]1[C:18]2[C:19](=[N:20][CH:21]=[CH:22][CH:23]=2)[N:15]([C:12]2[CH:11]=[CH:10][C:9]([OH:8])=[CH:14][CH:13]=2)[C:16]1=[O:26])[CH3:25] |f:2.3|. Procedure details: A mixture of 3-[4-(benzyloxy)phenyl]-1-ethyl-1,3-dihydro-2H-imidazo[4,5-b]pyridin-2-one (2.70 g) and 10% palladium-carbon (0.83 g) in EtOH (250 mL) was hydrogenated under balloon pressure at room temperature for 3 h. The catalyst was removed by filtration and the filtrate was concentrated in vacuo to give 1-ethyl-3-(4-hydroxyphenyl)-1,3-dihydro-2H-imidazo[4,5-b]pyridin-2-one (1.42 g) as a white solid.